describe an organic reaction: reactants, conditions, products, and yield From a dataset of the Open Reaction Database (ORD), a public repository of structured organic reaction records. Reactants: OC1=C2C=CN(C2=CC=C1)C (4-hydroxy-1-methylindole), COC=1C=C(C=O)C=CC1 (3-methoxybenzaldehyde), C(CC#N)#N (malononitrile). Product: NC=1OC2=C3C(=CC=C2C(C1C#N)C1=CC(=CC=C1)OC)N(C=C3)C (2-Amino-3-cyano-4-(3-methoxyphenyl)-7-methyl-4H-pyrrolo[2,3-h]chromene), white solids. Isolated yield 69.0%. RXN SMILES: [OH:1][C:2]1[CH:10]=[CH:9][CH:8]=[C:7]2[C:3]=1[CH:4]=[CH:5][N:6]2[CH3:11].[CH3:12][O:13][C:14]1[CH:15]=[C:16]([CH:19]=[CH:20][CH:21]=1)[CH:17]=O.[C:22](#[N:26])[CH2:23][C:24]#[N:25]>>[NH2:26][C:22]1[O:1][C:2]2[C:10]([CH:17]([C:16]3[CH:19]=[CH:20][CH:21]=[C:14]([O:13][CH3:12])[CH:15]=3)[C:23]=1[C:24]#[N:25])=[CH:9][CH:8]=[C:7]1[N:6]([CH3:11])[CH:5]=[CH:4][C:3]=21. Procedure details: The title compound was prepared from 4-hydroxy-1-methylindole (40 mg, 0.27 mmol), 3-methoxybenzaldehyde (38 mg, 0.27 mmol) and malononitrile (18 mg, 0.27 mmol) similar to Example 24 to yield 64 mg (69%) of white solids. 1H NMR (CDCl3): 7.23-7.18 (m, 1H), 7.05-7.00 (m, 2H), 6.83-6.74 (m, 4H), 6.56 (d, J=3.0 Hz, 1H), 4.81 (s, 1H), 4.64 (brs, 2H), 3.76 (s, 6H). As a reaction SMILES: [Br:1][CH2:2][CH2:3][N:4]1[C:5](=[O:32])[C:6]2([CH3:31])[N:7]([CH:8]([c:22]3[cH:23][c:24]([OH:28])[cH:25][cH:26][cH:27]3)[c:9]3[nH:10][c:11]4[cH:12][cH:13][c:14]([O:19][CH2:20][CH3:21])[cH:15][c:16]4[c:17]3[CH2:18]2)[C:29]1=[O:30].[CH3:33][NH:34][CH3:35].[CH3:69][C:70]#[N:71].[Na+:77].[Na+:78].[O-:79][C:80](=[O:81])[O-:82].[O:72]1[CH2:73][CH2:74][CH2:75][CH2:76]1.[OH2:68].[OH:36][c:37]1[cH:38][c:39]([CH:40]2[c:41]3[nH:42][c:43]4[c:44]([cH:45][c:46]([O:47][CH2:48][CH2:49][O:50][CH3:51])[cH:52][cH:53]4)[c:54]3[CH2:55][C:56]3([CH3:57])[C:58](=[O:59])[N:60]([CH3:61])[C:62](=[O:63])[N:64]23)[cH:65][cH:66][cH:67]1>>[CH2:2]([CH2:3][N:4]1[C:5](=[O:32])[C:6]2([CH3:31])[N:7]([CH:8]([c:22]3[cH:23][c:24]([OH:28])[cH:25][cH:26][cH:27]3)[c:9]3[nH:10][c:11]4[cH:12][cH:13][c:14]([O:19][CH2:20][CH3:21])[cH:15][c:16]4[c:17]3[CH2:18]2)[C:29]1=[O:30])[N:34]([CH3:33])[CH3:35]. Reactants: CCOc1ccc2[nH]c3c(c2c1)CC1(C)C(=O)N(CCBr)C(=O)N1C3c1cccc(O)c1, CNC, CC#N, [Na+], [Na+], O=C([O-])[O-], C1CCOC1, O, COCCOc1ccc2[nH]c3c(c2c1)CC1(C)C(=O)N(C)C(=O)N1C3c1cccc(O)c1. The product is CCOc1ccc2[nH]c3c(c2c1)CC1(C)C(=O)N(CCN(C)C)C(=O)N1C3c1cccc(O)c1. Starting materials: CC1=NC2=CC=CC=C2C=C1 (2-Methyl-quinoline), [Li+].CC(C)[N-]C(C)C (LDA), BrCC#C[Si](C)(C)C ((3-bromo-prop-1-ynyl)-trimethyl-silane). The solvent is C1CCOC1 (THF). Reaction conditions: temperature -78 celsius, time 1 hour. Product: C[Si](C#CCCC1=NC2=CC=CC=C2C=C1)(C)C (2-(4-trimethylsilanyl-but-3-ynyl)-quinoline). The yield is 63.6%. As a reaction SMILES: [CH3:1][C:2]1[CH:11]=[CH:10][C:9]2[C:4](=[CH:5][CH:6]=[CH:7][CH:8]=2)[N:3]=1.[Li+].CC([N-]C(C)C)C.Br[CH2:21][C:22]#[C:23][Si:24]([CH3:27])([CH3:26])[CH3:25]>C1COCC1>[CH3:25][Si:24]([CH3:27])([CH3:26])[C:23]#[C:22][CH2:21][CH2:1][C:2]1[CH:11]=[CH:10][C:9]2[C:4](=[CH:5][CH:6]=[CH:7][CH:8]=2)[N:3]=1 |f:1.2|. Procedure details: 2-Methyl-quinoline (0.28 mL, 2.09 mmol) was added dropwise to a solution of LDA (3.0 mL, 0.8 M in THF) in THF (3 mL) at −78° C. and the reaction mixture was stirred for 1 hour at −78° C. Then (3-bromo-prop-1-ynyl)-trimethyl-silane (0.39 mL, 2.51 mmol) was added to the reaction mixture, the solution was stirred for 18 hours at room temperature and was quenched with water. The aqueous phase was extracted with DCM. The organic phase was washed with water, dried over MgSO4, filtered and evaporated. ... Reactants: Cl.CNC (dimethylamine hydrochloride), [OH-].[Na+] (sodium hydroxide), Cl (HCl), ClCCCS(=O)(=O)Cl (3-chloro-1-propanesulphonyl chloride). The solvent is O (water), O (water). Run at temperature -5 celsius. The product is ClCCCS(=O)(=O)N(C)C (3-Chloro-N,N-dimethyl-1-propanesulphonamide). As a reaction SMILES: Cl.[CH3:2][NH:3][CH3:4].[Cl:5][CH2:6][CH2:7][CH2:8][S:9](Cl)(=[O:11])=[O:10].[OH-].[Na+].Cl>O>[Cl:5][CH2:6][CH2:7][CH2:8][S:9]([N:3]([CH3:4])[CH3:2])(=[O:11])=[O:10] |f:0.1,3.4|. Reported procedure: 10 g of dimethylamine hydrochloride are placed in 60 ml of water, a nitrogen atmosphere is applied and the solution is cooled to between 0° C. and −5° C., and then 18 ml of 3-chloro-1-propanesulphonyl chloride are added dropwise. 10.6 g of sodium hydroxide in 40 ml of water are added while maintaining at −5° C., then the mixture is allowed to return to AT and stirring is maintained for 1 hour. 1 ml of concentrated HCl is added and then extraction is carried out with DCM. The organic phase is was... Yields the product FC(C=1C=C2C=CC(=NC2=CC1)N)(F)F (6-(trifluoromethyl)quinolin-2-amine). RXN SMILES: Cl[C:2]1[CH:11]=[CH:10][C:9]2[C:4](=[CH:5][CH:6]=[C:7]([C:12]([F:15])([F:14])[F:13])[CH:8]=2)[N:3]=1.[OH-].[NH4+:17]>>[F:13][C:12]([F:15])([F:14])[C:7]1[CH:8]=[C:9]2[C:4](=[CH:5][CH:6]=1)[N:3]=[C:2]([NH2:17])[CH:11]=[CH:10]2 |f:1.2|. The yield is 38.0%. Starting materials: ClC1=NC2=CC=C(C=C2C=C1)C(F)(F)F (2-chloro-6-(trifluoromethyl)quinoline), [OH-].[NH4+] (ammonium hydroxide). Procedure details: A solution of 2-chloro-6-(trifluoromethyl)quinoline (1 g, 4.3 mmol) in ammonium hydroxide (50 ml) was stirred overnight at 130° C. The resulting mixture was then concentrated under vacuum to give a residue, which was purified by silica gel column chromatography using 1%˜2% methanol in dichloromethane to afford 6-(trifluoromethyl)quinolin-2-amine as an off-white solid (350 mg, 38%). (ES, m/z): [M+H]+ 212; 1H NMR (300 MHz, CDCl3): δ 7.97-7.86 (m, 2H), 7.71 (s, 2H), 6.85 (d, J=9.0 Hz, 1H), 5.26 (s,...